Dataset: the Open Reaction Database (ORD), a public repository of structured organic reaction records. Task: describe an organic reaction: reactants, conditions, products, and yield Reactants: [H-].[Na+] (sodium hydride), C(C)(=O)OC(C)=O (acetic anhydride), C(C1=CC=CC=C1)OC(=O)N1CC2=CC=C(C=C2C1)C1=C(C(=C(C(=O)CC(=O)OCC)C(=C1F)[N+](=O)[O-])F)OC (ethyl 4-[2-(benzyloxycarbonyl)isoindolin-5-yl]-2,5-difluoro-3-methoxy-6-nitrobenzoylacetate), C1(CC1)N (cyclopropylamine), Cl (hydrochloric acid). Run in O1CCCC1 (tetrahydrofuran), C(Cl)Cl (methylene chloride), C(C)O (ethanol), C(OCC)([O-])[O-] (ethyl orthoformate). Conditions: time 30 minute. Yields the product C(C1=CC=CC=C1)OC(=O)N1CC2=CC=C(C=C2C1)C1=C(C(=C2C(C(=CN(C2=C1OC)C1CC1)C(=O)OCC)=O)[N+](=O)[O-])F (ethyl 7-[2-(benzyloxycarbonyl)isoindolin-5-yl]-1-cyclopropyl-6-fluoro-8-methoxy-5-nitro-1,4-dihydro-4-oxoquinoline-3-carboxylate). As a reaction SMILES: [C:1](OC(=O)C)(=O)C.[CH2:8]([O:15][C:16]([N:18]1[CH2:26][C:25]2[C:20](=[CH:21][CH:22]=[C:23]([C:27]3[C:40]([F:41])=[C:39]([N+:42]([O-:44])=[O:43])[C:30]([C:31]([CH2:33][C:34]([O:36][CH2:37][CH3:38])=[O:35])=[O:32])=[C:29](F)[C:28]=3[O:46][CH3:47])[CH:24]=2)[CH2:19]1)=[O:17])[C:9]1[CH:14]=[CH:13][CH:12]=[CH:11][CH:10]=1.[CH:48]1([NH2:51])[CH2:50][CH2:49]1.[H-].[Na+].Cl>C([O-])([O-])OCC.C(O)C.C(Cl)Cl.O1CCCC1>[CH2:8]([O:15][C:16]([N:18]1[CH2:26][C:25]2[C:20](=[CH:21][CH:22]=[C:23]([C:27]3[C:28]([O:46][CH3:47])=[C:29]4[C:30]([C:31](=[O:32])[C:33]([C:34]([O:36][CH2:37][CH3:38])=[O:35])=[CH:1][N:51]4[CH:48]4[CH2:50][CH2:49]4)=[C:39]([N+:42]([O-:44])=[O:43])[C:40]=3[F:41])[CH:24]=2)[CH2:19]1)=[O:17])[C:9]1[CH:14]=[CH:13][CH:12]=[CH:11][CH:10]=1 |f:3.4|. Reported procedure: In 0.71 g of ethyl orthoformate and 0.49 g of acetic anhydride was dissolved 0.66 g of ethyl 4-[2-(benzyloxycarbonyl)isoindolin-5-yl]-2,5-difluoro-3-methoxy-6-nitrobenzoylacetate, and the solution was heated under reflux for 30 minutes. The reaction mixture was concentrated under reduced pressure, and the residue obtained was dissolved in 3.3 ml of ethanol and 2 ml of methylene chloride. To the solution was added 0.08 g of cyclopropylamine, and the resulting mixture was stirred at room temperatu... Starting materials: Cl (hydrochloric acid), CN(CC(=O)O)C (N,N-dimethylglycine), CCN=C=NCCCN(C)C.Cl (WSC.HCl), C=1C=CC2=C(C1)N=NN2O (HOBT), NCC1CC=2C(=C3C=CC(NC3=C(C2)C)=O)O1 (2-Aminomethyl-5-methyl-2,3,6,7-tetrahydrofuro-[2,3-f]quinoline-7-one), resultant mixture. The solvent is CN(C=O)C (dimethylformamide). Product: CN(CC(=O)NCC1CC=2C(=C3C=CC(NC3=C(C2)C)=O)O1)C (2-(N,N-Dimethylglycyl)aminomethyl-5-methyl-2,3,6,7-tetrahydrofuro-[2,3-f]quinoline-7-one). Yield: 85.6%. As a reaction SMILES: [NH2:1][CH2:2][CH:3]1[O:17][C:6]2=[C:7]3[C:12](=[C:13]([CH3:15])[CH:14]=[C:5]2[CH2:4]1)[NH:11][C:10](=[O:16])[CH:9]=[CH:8]3.Cl.[CH3:19][N:20]([CH3:25])[CH2:21][C:22](O)=[O:23].CCN=C=NCCCN(C)C.Cl.C1C=CC2N(O)N=NC=2C=1>CN(C)C=O>[CH3:19][N:20]([CH3:25])[CH2:21][C:22]([NH:1][CH2:2][CH:3]1[O:17][C:6]2=[C:7]3[C:12](=[C:13]([CH3:15])[CH:14]=[C:5]2[CH2:4]1)[NH:11][C:10](=[O:16])[CH:9]=[CH:8]3)=[O:23] |f:3.4|. Procedure: 2-Aminomethyl-5-methyl-2,3,6,7-tetrahydrofuro-[2,3-f]quinoline-7-one (2.3 g, 10 mmol) was dissolved in dimethylformamide (100 ml) while being cooled on ice. To the obtained mixture, a hydrochloric acid salt of N,N-dimethylglycine (1.45 g, 11 mmol), WSC.HCl (2.0 g, 11.0 mmol), and HOBT (1.4 g, 11.0 mmol) were added, and the resultant mixture was stirred at room temperature overnight. The reaction mixture was subjected to distillation under reduced pressure. The resultant residue was recrystallize... Starting materials: ClC=1C=C(C=CC1Cl)C1C(N(N(C1C1=CC=NC=C1)C(C)C)C)=O (4-(3,4-Dichloro-phenyl)-1-isopropyl-2-methyl-5-pyridin-4-yl-pyrazolidin-3-one), [Br-].[Br-].[Br-].C1(=CC=CC=C1)[N+](CC)(CC)CC.C1(=CC=CC=C1)[N+](CC)(CC)CC.C1(=CC=CC=C1)[N+](CC)(CC)CC (phenyltriethylammonium tribromide). The solvent is ClCCl (dichloromethane). Conditions: time 15 hour. The product is ClC=1C=C(C=CC1Cl)C=1C(N(N(C1C1=CC=NC=C1)C(C)C)C)=O (4-(3,4-Dichloro-phenyl)-1-isopropyl-2-methyl-5-pyridin-4-yl-1,2-dihydro-pyrazol-3-one), solid. Reaction SMILES: [Cl:1][C:2]1[CH:3]=[C:4]([CH:9]2[CH:13]([C:14]3[CH:19]=[CH:18][N:17]=[CH:16][CH:15]=3)[N:12]([CH:20]([CH3:22])[CH3:21])[N:11]([CH3:23])[C:10]2=[O:24])[CH:5]=[CH:6][C:7]=1[Cl:8].[Br-].[Br-].[Br-].C1([N+](CC)(CC)CC)C=CC=CC=1.C1([N+](CC)(CC)CC)C=CC=CC=1.C1([N+](CC)(CC)CC)C=CC=CC=1>ClCCl>[Cl:1][C:2]1[CH:3]=[C:4]([C:9]2[C:10](=[O:24])[N:11]([CH3:23])[N:12]([CH:20]([CH3:21])[CH3:22])[C:13]=2[C:14]2[CH:15]=[CH:16][N:17]=[CH:18][CH:19]=2)[CH:5]=[CH:6][C:7]=1[Cl:8] |f:1.2.3.4.5.6|. Reported procedure: The solution of 4-(3,4-Dichloro-phenyl)-1-isopropyl-2-methyl-5-pyridin-4-yl-pyrazolidin-3-one 40 mg in dichloromethane 10 mL was treated with phenyltriethylammonium tribromide 0.1 g at room temperature, The reaction mixture was stirred at room temperature for 15 h. The reaction was quenched with sat. Na2SO3 25 mL at 0° C. The reaction mixture was extracted with dichloromethane, 3×25 mL. The combined organic phase was washed with brine, dried over anhydrous Na2SO4. After purification by flash chr... Reactants: Cl (HCl), C(C)(C)(C)OC(=O)N1CCC2(C(N(C(O2)=O)CC2=CC=C(C=C2)OCC(C)C)CC2=CC=C(C=C2)F)CC1 (4-(4-Fluorobenzyl)-3-(4-isobutoxybenzyl)-2-oxo-1-oxa-3,8-diaza-spiro[4.5]decane-8-carboxylic acid tert-butyl ester), Cl (hydrochloride), C([O-])([O-])=O.[K+].[K+] (Potassium carbonate), C(C)Br (ethylbromide). Solvent: C(C)OCC (diethylether), CN(C)C=O (DMF). Conditions: time 8 hour. Product: Cl.FC1=CC=C(CC2N(C(OC23CCN(CC3)CC)=O)CC3=CC=C(C=C3)OCC(C)C)C=C1 (4-(4-Fluorobenzyl)-3-(4-isobutoxybenzyl)-8-ethyl-1-oxa-3 8-diaza-spiro[4.5]decan-2-one, hydrochloride). RXN SMILES: C(OC([N:8]1[CH2:38][CH2:37][C:11]2([O:15][C:14](=[O:16])[N:13]([CH2:17][C:18]3[CH:23]=[CH:22][C:21]([O:24][CH2:25][CH:26]([CH3:28])[CH3:27])=[CH:20][CH:19]=3)[CH:12]2[CH2:29][C:30]2[CH:35]=[CH:34][C:33]([F:36])=[CH:32][CH:31]=2)[CH2:10][CH2:9]1)=O)(C)(C)C.C(=O)([O-])[O-].[K+].[K+].[CH2:45](Br)[CH3:46].[ClH:48]>CN(C=O)C.C(OCC)C>[ClH:48].[F:36][C:33]1[CH:32]=[CH:31][C:30]([CH2:29][CH:12]2[C:11]3([CH2:37][CH2:38][N:8]([CH2:45][CH3:46])[CH2:9][CH2:10]3)[O:15][C:14](=[O:16])[N:13]2[CH2:17][C:18]2[CH:19]=[CH:20][C:21]([O:24][CH2:25][CH:26]([CH3:28])[CH3:27])=[CH:22][CH:23]=2)=[CH:35][CH:34]=1 |f:1.2.3,8.9|. Procedure details: 69NLS77 (190 mg, 0.45 mmol) was N-BOC deprotected as described in the preparation of 69NLS79-II and dissolved in DMF (3 mL). Potassium carbonate (250 mg, 1.80 mmol) was added, followed by ethylbromide (50 μL, 0.45 mmol)) and the mixture stirred overnight at rt. Workup was carried out as for 69NLS79-II. The residue was purified by silica gel column chromatography, eluting with a stepwise gradient of 0-6% methanol in dichloromethane, followed by repurification of the compound by acidic ion-exchang... Starting materials: O (water), ClC1=CC2=C(C(=N1)OC)OC1=CC=C(C=C1[C@]21N=C(OCC1)N)N ((S)-3-chloro-1-methoxy-5′,6′-dihydrospiro[chromeno[2,3-c]pyridine-5,4′-[1,3]oxazine]-2′,7-diamine), O1CCC(=CC1)B1OC(C(O1)(C)C)(C)C (2-(3,6-dihydro-2H-pyran-4-yl)-4,4,5,5-tetramethyl-1,3,2-dioxaborolane), [O-]P(=O)([O-])[O-].[K+].[K+].[K+] (potassium phosphate tribasic). Reagents/catalysts: C(C)(C)(C)C=1C(=C(C=CC1NC)[Pd]Cl)C(C)(C)C ((di-t-butyl-p-methylaminophenyl]palladium(ii) chloride). The solvent is O1CCOCC1.O (dioxane water). The product is O1CCC(=CC1)C1=CC2=C(C(=N1)OC)OC1=CC=C(C=C1[C@]21N=C(OCC1)N)N ((S)-3-(3,6-dihydro-2H-pyran-4-yl)-1-methoxy-5′,6′-dihydrospiro[chromeno[2,3-c]pyridine-5,4′-[1,3]oxazine]-2′,7-diamine). Yield: 79.7%. RXN SMILES: Cl[C:2]1[N:7]=[C:6]([O:8][CH3:9])[C:5]2[O:10][C:11]3[C:16]([C@@:17]4([CH2:22][CH2:21][O:20][C:19]([NH2:23])=[N:18]4)[C:4]=2[CH:3]=1)=[CH:15][C:14]([NH2:24])=[CH:13][CH:12]=3.[O:25]1[CH2:30][CH:29]=[C:28](B2OC(C)(C)C(C)(C)O2)[CH2:27][CH2:26]1.[O-]P([O-])([O-])=O.[K+].[K+].[K+].O>O1CCOCC1.O.C(C1C(C(C)(C)C)=C([Pd]Cl)C=CC=1NC)(C)(C)C>[O:25]1[CH2:26][CH:27]=[C:28]([C:2]2[N:7]=[C:6]([O:8][CH3:9])[C:5]3[O:10][C:11]4[C:16]([C@@:17]5([CH2:22][CH2:21][O:20][C:19]([NH2:23])=[N:18]5)[C:4]=3[CH:3]=2)=[CH:15][C:14]([NH2:24])=[CH:13][CH:12]=4)[CH2:29][CH2:30]1 |f:2.3.4.5,7.8|. Procedure: A mixture of (S)-3-chloro-1-methoxy-5′,6′-dihydrospiro[chromeno[2,3-c]pyridine-5,4′-[1,3]oxazine]-2′,7-diamine (0.183 g, 0.528 mmol), 2-(3,6-dihydro-2H-pyran-4-yl)-4,4,5,5-tetramethyl-1,3,2-dioxaborolane (0.222 g, 1.055 mmol), 1,1-bis[(di-t-butyl-p-methylaminophenyl]palladium(ii) chloride (0.019 g, 0.026 mmol) and potassium phosphate tribasic (0.336 g, 1.583 mmol) in dioxane/water (21 mL) was heated in microwave at 130° C. for 40 min. The mixture was poured into water and extracted with EtOAc. T...